Dataset: the Open Reaction Database (ORD), a public repository of structured organic reaction records. Task: describe an organic reaction: reactants, conditions, products, and yield Starting materials: C(C)(C)(C)C1=NC2=C(N1CC1CCOCC1)C=CC(=C2)S(=O)(=O)Cl (2-tert-butyl-1-(tetrahydro-2H-pyran-4-ylmethyl)-1H-benzimidazole-5-sulfonyl chloride), C1(CC1)C1=NNC=C1 (3-cyclopropyl-1H-pyrazole). Reagents/catalysts: CN(C)C=1C=CN=CC1 (DMAP). Solvent: CC#N (MeCN). Product: white solid, C(C)(C)(C)C1=NC2=C(N1CC1CCOCC1)C=CC(=C2)S(=O)(=O)N2N=C(C=C2)C2CC2 (2-tert-Butyl-5-[(3-cyclopropyl-1H-pyrazol-1-yl)sulfonyl]-1-(tetrahydro-2H-pyran-4-ylmethyl)-1H-benzimidazole). Yield: 27.0%. Reaction SMILES: [C:1]([C:5]1[N:9]([CH2:10][CH:11]2[CH2:16][CH2:15][O:14][CH2:13][CH2:12]2)[C:8]2[CH:17]=[CH:18][C:19]([S:21](Cl)(=[O:23])=[O:22])=[CH:20][C:7]=2[N:6]=1)([CH3:4])([CH3:3])[CH3:2].[CH:25]1([C:28]2[CH:32]=[CH:31][NH:30][N:29]=2)[CH2:27][CH2:26]1>CN(C1C=CN=CC=1)C.CC#N>[C:1]([C:5]1[N:9]([CH2:10][CH:11]2[CH2:16][CH2:15][O:14][CH2:13][CH2:12]2)[C:8]2[CH:17]=[CH:18][C:19]([S:21]([N:30]3[CH:31]=[CH:32][C:28]([CH:25]4[CH2:27][CH2:26]4)=[N:29]3)(=[O:23])=[O:22])=[CH:20][C:7]=2[N:6]=1)([CH3:4])([CH3:3])[CH3:2]. Procedure: Following the same procedure in Example 1, Step A, using 2-tert-butyl-1-(tetrahydro-2H-pyran-4-ylmethyl)-1H-benzimidazole-5-sulfonyl chloride (93 mg, 0.25 mmol), 3-cyclopropyl-1H-pyrazole (54 mg, 0.50 mmol) and DMAP (92 mg, 0.75 mmol) in MeCN (5 mL). The crude product was purified by MPLC using Hex/EtOAc (1:2) on silica gel to give 30 mg (27% yield) of a white solid as the title compound. 1H NMR (400 MHz, METHANOL-D4) δ 0.62-0.75 (m, 2 H), 0.87-0.99 (m, 2 H), 1.43-1.59 (m, 4 H), 1.61 (s, 9 H), 1... Reactants: C1(=CC=CC=C1)NC(=O)N (phenylurea), ClC(=O)OC1=CC=C(C=C1)[N+](=O)[O-] (p-nitrophenyl chloroformate). Run in C1CCOC1 (THF). Conditions: time 18 hour. The product is C1(=CC=CC=C1)NC(=O)NC(OC1=CC=C(C=C1)[N+](=O)[O-])=O (p-nitrophenyl phenylcarbamoylcarbamate). Reaction SMILES: [C:1]1([NH:7][C:8]([NH2:10])=[O:9])[CH:6]=[CH:5][CH:4]=[CH:3][CH:2]=1.Cl[C:12]([O:14][C:15]1[CH:20]=[CH:19][C:18]([N+:21]([O-:23])=[O:22])=[CH:17][CH:16]=1)=[O:13]>C1COCC1>[C:1]1([NH:7][C:8]([NH:10][C:12](=[O:13])[O:14][C:15]2[CH:16]=[CH:17][C:18]([N+:21]([O-:23])=[O:22])=[CH:19][CH:20]=2)=[O:9])[CH:6]=[CH:5][CH:4]=[CH:3][CH:2]=1. Procedure: To a stirred solution of 6.8 g. of phenylurea in 50 ml. of dry THF maintained at 0° C. under nitrogen were added 5.05 g. of p-nitrophenyl chloroformate. The reaction mixture was allowed to warm to room temperture and was stirred for about 18 hours. The mixture was evaporated to dryness and the residue dissolved in ethyl acetate. The solution was washed twice with water, twice with brine, and was filtered through sodium sulfate. The filtrate was evaporated to dryness to yield 4.9 g. of the produc... Starting materials: NCC(=O)O (glycine), C([O-])([O-])=O.[Na+].[Na+] (sodium carbonate), C(C1=CC=CC=C1)=O (benzaldehyde), N1C(=O)NC(=O)C1 (hydantoin), resultant solution. Solvent: O (water). Yields the product C(C1=CC=CC=C1)=C1C(NC(N1)=O)=O (5-benzylidene hydantoin). Yield: 88.3%. Reaction SMILES: NCC(O)=O.C(=O)([O-])[O-].[Na+].[Na+].[CH:12](=O)[C:13]1[CH:18]=[CH:17][CH:16]=[CH:15][CH:14]=1.[NH:20]1[CH2:26][C:24](=[O:25])[NH:23][C:21]1=[O:22]>O>[CH:12](=[C:26]1[NH:20][C:21](=[O:22])[NH:23][C:24]1=[O:25])[C:13]1[CH:18]=[CH:17][CH:16]=[CH:15][CH:14]=1 |f:1.2.3|. Procedure details: A 37.5 g amount of glycine and 26.5 g of sodium carbonate were dissolved in 200 ml of water in the flask. Then, 53.0 g of benzaldehyde and 50.0 g of hydantoin were added to the resultant solution. The mixture was allowed to react at a temperature of 100° C. for 1 hour while stirring. During the reaction, the pH of the reaction mixture was 9.7 to 9.4. After cooling, the precipitated 5-benzylidene hydantoin was separated and recovered from the reaction mixture. Thus, 83.0 g of 5-benzylidene hydant...